This data is from the Open Reaction Database (ORD), a public repository of structured organic reaction records. The task is: describe an organic reaction: reactants, conditions, products, and yield Reactants: CCN=C=NCCCN(C)C, C1COCCN1, CS(=O)(=O)c1ccc(Oc2ccc3[nH]c(C4=NCC(CC(=O)O)S4)cc3c2)cn1, CN(C)C=O, Cl, O, O, On1nnc2ccccc21. Yields the product CS(=O)(=O)c1ccc(Oc2ccc3[nH]c(C4=NCC(CC(=O)N5CCOCC5)S4)cc3c2)cn1. RXN SMILES: [CH2:42]([N:43]=[C:44]=[N:45][CH2:46][CH2:47][CH2:48][N:49]([CH3:50])[CH3:51])[CH3:52].[CH2:53]1[CH2:54][O:55][CH2:56][CH2:57][NH:58]1.[CH3:1][S:2](=[O:3])(=[O:4])[c:5]1[cH:6][cH:7][c:8]([O:11][c:12]2[cH:13][c:14]3[cH:15][c:16]([C:21]4=[N:25][CH2:24][CH:23]([CH2:26][C:27](=[O:28])[OH:29])[S:22]4)[nH:17][c:18]3[cH:19][cH:20]2)[cH:9][n:10]1.[CH3:59][N:60]([CH3:61])[CH:62]=[O:63].[ClH:41].[OH2:30].[OH2:64].[OH:31][n:32]1[c:33]2[cH:34][cH:35][cH:36][cH:37][c:38]2[n:39][n:40]1>>[CH3:1][S:2](=[O:3])(=[O:4])[c:5]1[cH:6][cH:7][c:8]([O:11][c:12]2[cH:13][c:14]3[cH:15][c:16]([C:21]4=[N:25][CH2:24][CH:23]([CH2:26][C:27](=[O:29])[N:58]5[CH2:53][CH2:54][O:55][CH2:56][CH2:57]5)[S:22]4)[nH:17][c:18]3[cH:19][cH:20]2)[cH:9][n:10]1. Starting materials: CC1=NN=C(S1)SCC=1CS[C@H]2N(C1C(=O)O)C(C2NC(C(=NOCC(=O)O)C=2N=C(SC2)N)=O)=O (3-[(5-methyl-1,3,4-thiadiazol-2-yl)-thiomethyl]-7-[2-(2-amino-4-thiazolyl)-2-(carboxymethyloxyimino)-acetamido]-ceph-3-eme-4-carboxylic acid), solution, C(C)(=O)[O-].[Na+] (sodium acetate). Solvent: CO (methanol), CO (methanol). Conditions: time 15 minute. Yields the product CC1=NN=C(S1)SCC=1CS[C@H]2N(C1C(=O)[O-])C(C2NC(C(=NOCC(=O)O)C=2N=C(SC2)N)=O)=O.[Na+].[Na+].CC2=NN=C(S2)SCC=2CS[C@H]1N(C2C(=O)[O-])C(C1NC(C(C=1N=C(SC1)N)=NOCC(=O)O)=O)=O (disodium 3-[(5-methyl-1,3,4-thiadiazol -2-yl)-thiomethyl]-7-[2-(2-amino-4-thiazolyl)-2-(carboxymethyloxyimino)-acetamido]-ceph-3-eme-4-carboxylate). RXN SMILES: [CH3:1][C:2]1[S:6][C:5]([S:7][CH2:8][C:9]2[CH2:10][S:11][C@@H:12]3[CH:19]([NH:20][C:21](=[O:35])[C:22]([C:29]4[N:30]=[C:31]([NH2:34])[S:32][CH:33]=4)=[N:23][O:24][CH2:25][C:26]([OH:28])=[O:27])[C:18](=[O:36])[N:13]3[C:14]=2[C:15]([OH:17])=[O:16])=[N:4][N:3]=1.C([O-])(=O)C.[Na+:41]>CO>[CH3:1][C:2]1[S:6][C:5]([S:7][CH2:8][C:9]2[CH2:10][S:11][C@@H:12]3[CH:19]([NH:20][C:21](=[O:35])[C:22]([C:29]4[N:30]=[C:31]([NH2:34])[S:32][CH:33]=4)=[N:23][O:24][CH2:25][C:26]([OH:28])=[O:27])[C:18](=[O:36])[N:13]3[C:14]=2[C:15]([O-:17])=[O:16])=[N:4][N:3]=1.[Na+:41].[Na+:41].[CH3:1][C:2]1[S:6][C:5]([S:7][CH2:8][C:9]2[CH2:10][S:11][C@@H:12]3[CH:19]([NH:20][C:21](=[O:35])[C:22](=[N:23][O:24][CH2:25][C:26]([OH:28])=[O:27])[C:29]4[N:30]=[C:31]([NH2:34])[S:32][CH:33]=4)[C:18](=[O:36])[N:13]3[C:14]=2[C:15]([O-:17])=[O:16])=[N:4][N:3]=1 |f:1.2,4.5.6.7|. Procedure details: 0.1 g of animal black was added at room temperature to a stirred solution of 1.1 g of the product of Example 7, 25 ml of methanol and 7.7 ml of a solution of sodium acetate in methanol and the mixture was vacuum filtered. The filter was rinsed with methanol and the filtrate was evaporated under reduced pressure at less than 30° C. to a volume of about 5 ml. 50 ml of pure ethanol were added thereto at room temperature and the mixture was stirred at 20°-25° C. for 15 minutes and was vacuum filtere...